From a dataset of the Open Reaction Database (ORD), a public repository of structured organic reaction records. describe an organic reaction: reactants, conditions, products, and yield The reactants are [BH4-], CC(C)(C)[SiH2]OC(C)(C)c1cc(CN)ccc1Cl, CO, O=CC1CC1, [Na+]. Yields the product CC(C)(C)[SiH2]OC(C)(C)c1cc(CNCC2CC2)ccc1Cl. As a reaction SMILES: [BH4-:24].[C:1]([CH3:2])([CH3:3])([CH3:4])[SiH2:5][O:6][C:7]([c:8]1[cH:9][c:10]([CH2:11][NH2:12])[cH:13][cH:14][c:15]1[Cl:16])([CH3:17])[CH3:18].[CH3:26][OH:27].[CH:19]1([CH:22]=[O:23])[CH2:20][CH2:21]1.[Na+:25]>>[C:1]([CH3:2])([CH3:3])([CH3:4])[SiH2:5][O:6][C:7]([c:8]1[cH:9][c:10]([CH2:11][NH:12][CH2:22][CH:19]2[CH2:20][CH2:21]2)[cH:13][cH:14][c:15]1[Cl:16])([CH3:17])[CH3:18]. Reactants: CN(CCN(C)C)C (tetramethylethylenediamine), Cl[Si](C)(C)C (chlorotrimethylsilane), ClC12CCC=CC2CC1=O (6-chlorobicyclo[4.2.0]oct-2-en-7 one). Reagents/catalysts: [Cu].[Zn] (zinc-copper couple). Solvent: O1CCCC1 (tetrahydrofuran), O1CCCC1 (tetrahydrofuran). Run at time 10 minute. Product: CC12CCC=CC2CC1=O (6-methylbicyclo[4.2.0]oct-2-en-7-one). Reaction SMILES: [CH3:1]N(C)CCN(C)C.Cl[Si](C)(C)C.Cl[C:15]12[C:22](=[O:23])[CH2:21][CH:20]1[CH:19]=[CH:18][CH2:17][CH2:16]2>O1CCCC1.[Cu].[Zn]>[CH3:1][C:15]12[C:22](=[O:23])[CH2:21][CH:20]1[CH:19]=[CH:18][CH2:17][CH2:16]2 |f:4.5|. Procedure: A mixture of 2.7 ml of tetramethylethylenediamine and 2.0 g of zinc-copper couple in 30 ml of tetrahydrofuran was stirred at room temperature, and a solution of 11.3 ml of chlorotrimethylsilane and 950 mg of 6-chlorobicyclo[4.2.0]oct-2-en-7 one, prepared as shown in Preparation 7, in 30 ml of tetrahydrofuran added dropwise. The mixture was stirred overnight at room temperature, then the precipitate filtered off, washed with ether and the combined filtrates evaporated under reduced pressure. The ... The reactants are C1(CCCC1)OC=1C=C2C(=CNC(C2=CC1OC)CC1=CC(=CC=C1)OC)C=O (6-cyclopentyloxy-7-methoxy-1-(3-methoxy-benzyl)-1,2-dihydro-isoquinoline-4-carbaldehyde). Reagents/catalysts: [O-2].[Mn+4].[O-2] (manganese (IV) oxide). The solvent is C(Cl)(Cl)Cl (chloroform). Reaction conditions: time 15 hour. The product is C1(CCCC1)OC=1C=C2C(=CN=C(C2=CC1OC)CC1=CC(=CC=C1)OC)C=O (6-cyclopentyloxy-7-methoxy-1-(3-methoxy-benzyl)-isoquinoline-4-carbaldehyde). Yield: 100.7%. RXN SMILES: [CH:1]1([O:6][C:7]2[CH:8]=[C:9]3[C:14](=[CH:15][C:16]=2[O:17][CH3:18])[CH:13]([CH2:19][C:20]2[CH:25]=[CH:24][CH:23]=[C:22]([O:26][CH3:27])[CH:21]=2)[NH:12][CH:11]=[C:10]3[CH:28]=[O:29])[CH2:5][CH2:4][CH2:3][CH2:2]1>C(Cl)(Cl)Cl.[O-2].[Mn+4].[O-2]>[CH:1]1([O:6][C:7]2[CH:8]=[C:9]3[C:14](=[CH:15][C:16]=2[O:17][CH3:18])[C:13]([CH2:19][C:20]2[CH:25]=[CH:24][CH:23]=[C:22]([O:26][CH3:27])[CH:21]=2)=[N:12][CH:11]=[C:10]3[CH:28]=[O:29])[CH2:2][CH2:3][CH2:4][CH2:5]1 |f:2.3.4|. Procedure details: To a stirred solution of 6-cyclopentyloxy-7-methoxy-1-(3-methoxy-benzyl)-1,2-dihydro-isoquinoline-4-carbaldehyde (280 mg, 0.71 mmol) in chloroform (8 mL) was addend manganese (IV) oxide (728 mg, 7.12 mmol). The reaction mixture was stirred at room temperature for 15 hrs, filtered through a Celite® pad, and washed with chloroform. The filtrate was concentrated in vacuo to afford 6-cyclopentyloxy-7-methoxy-1-(3-methoxy-benzyl)-isoquinoline-4-carbaldehyde (280 mg, 99% yield). The crude product was ... Reactants: FC(C(CP(OC)(OC)=O)=O)(C1=CC=CC=C1)F (dimethyl (3,3-difluoro-2-oxo-3-phenylpropyl)phosphonate), O.[OH-].[Li+] (lithium hydroxide monohydrate), C(C)(=O)O[C@H]1C[C@H]([C@@H]([C@H]1CCCCCCC(=O)OC)C=O)OC1OCCCC1 (methyl 7-[(1R,2R,3R,5S)-5-acetoxy-2-formyl-3-(2-tetrahydropyranyloxy)cyclopentyl]heptanate). Solvent: COC(C)(C)C (t-butyl methyl ether), O (water), COC(C)(C)C (t-butyl methyl ether), O (water). Reaction conditions: time 1 hour. Yields the product C(C)(=O)O[C@H]1C[C@H]([C@@H]([C@H]1CCCCCCC(=O)OC)\C=C\C(C(C1=CC=CC=C1)(F)F)=O)OC1OCCCC1 (methyl 7-[(1R,2R,3R,5S)-5-acetoxy-2-((E)-4,4-difluoro-3-oxo-4-phenyl-1-butenyl)-3-(2-tetrahydropyranyloxy)cyclopentyl]heptanate). Yield: 74.5%. Reaction SMILES: [F:1][C:2]([F:18])([C:12]1[CH:17]=[CH:16][CH:15]=[CH:14][CH:13]=1)[C:3](=[O:11])[CH2:4]P(=O)(OC)OC.O.[OH-].[Li+].[C:22]([O:25][C@@H:26]1[C@H:30]([CH2:31][CH2:32][CH2:33][CH2:34][CH2:35][CH2:36][C:37]([O:39][CH3:40])=[O:38])[C@@H:29]([CH:41]=O)[C@H:28]([O:43][CH:44]2[CH2:49][CH2:48][CH2:47][CH2:46][O:45]2)[CH2:27]1)(=[O:24])[CH3:23]>COC(C)(C)C.O>[C:22]([O:25][C@@H:26]1[C@H:30]([CH2:31][CH2:32][CH2:33][CH2:34][CH2:35][CH2:36][C:37]([O:39][CH3:40])=[O:38])[C@@H:29](/[CH:41]=[CH:4]/[C:3](=[O:11])[C:2]([F:1])([F:18])[C:12]2[CH:13]=[CH:14][CH:15]=[CH:16][CH:17]=2)[C@H:28]([O:43][CH:44]2[CH2:49][CH2:48][CH2:47][CH2:46][O:45]2)[CH2:27]1)(=[O:24])[CH3:23] |f:1.2.3|. Reported procedure: To a solution of dimethyl (3,3-difluoro-2-oxo-3-phenylpropyl)phosphonate (6) (0.262 g, 0.942 mmol) in t-butyl methyl ether (7 ml), lithium hydroxide monohydrate (38.2 mg, 0.910 mmol) was added and the mixture was stirred for one hour at room temperature. A solution of methyl 7-[(1R,2R,3R,5S)-5-acetoxy-2-formyl-3-(2-tetrahydropyranyloxy)cyclopentyl]heptanate (2) (0.250 g, 0.627 mmol) in t-butyl methyl ether (3 ml) and water (0.3 ml) were added thereto, and the mixed solution was heat refluxed for... The reactants are C(C1=CC=CC=C1)N1C[C@@H]2C[C@@H]3[C@](C[C@@H]([C@@]4([C@]5(C=CC(C=C5[C@H](C[C@@H]34)F)=O)C)F)O)([C@@]2(C1)C(CO)=O)C ((4aS,4bR,5S,6aS,6bS,9aR,10aS,10bS,12S)-8-Benzyl-4b,12-difluoro-5-hydroxy-6b-(2-hydroxy-acetyl)-4a,6a-dimethyl-4b,5,6,6a,6b,7,8,9,9a,10,10a,10b,11,12-tetradecahydro-4aH-8-aza-pentaleno[2,1-a]phenanthren-2-one), [OH-].[Na+] (NaOH). The solvent is C1CCOC1 (THF), O (water), O (Water). Conditions: time 3 day. The product is C(C1=CC=CC=C1)N1C[C@@H]2C[C@@H]3[C@](C[C@@H]([C@@]4([C@]5(C=CC(C=C5[C@H](CC34)F)=O)C)F)O)([C@@]2(C1)C(=O)O)C ((4aS,4bR,5S,6aS,6bS,9aR,10aS,12S)-8-Benzyl-4b,12-difluoro-5-hydroxy-4a,6a-dimethyl-2-oxo-2,4b,5,6,6a,7,8,9,9a,10,10a,10b,11,12-tetradecahydro-4aH-8-aza-pentaleno[2,1-a]phenanthrene-6b-carboxylic acid). Isolated yield 33.5%. As a reaction SMILES: [CH2:1]([N:8]1[CH2:32][C@:31]2([C:33](=[O:36])CO)[C@@H:10]([CH2:11][C@H:12]3[C@H:25]4[C@@:16]([F:29])([C@:17]5([CH3:28])[C:22]([C@@H:23]([F:26])[CH2:24]4)=[CH:21][C:20](=[O:27])[CH:19]=[CH:18]5)[C@@H:15]([OH:30])[CH2:14][C@@:13]32[CH3:37])[CH2:9]1)[C:2]1[CH:7]=[CH:6][CH:5]=[CH:4][CH:3]=1.[OH-:38].[Na+]>C1COCC1.O>[CH2:1]([N:8]1[CH2:32][C@:31]2([C:33]([OH:36])=[O:38])[C@@H:10]([CH2:11][C@H:12]3[CH:25]4[C@@:16]([F:29])([C@:17]5([CH3:28])[C:22]([C@@H:23]([F:26])[CH2:24]4)=[CH:21][C:20](=[O:27])[CH:19]=[CH:18]5)[C@@H:15]([OH:30])[CH2:14][C@@:13]32[CH3:37])[CH2:9]1)[C:2]1[CH:3]=[CH:4][CH:5]=[CH:6][CH:7]=1 |f:1.2|. Reported procedure: A mixture of compound 8 (460 mg, 0.899 mmol) and NaOH 6N (1350 μl, 11.10 mmol) in THF (20 ml) and water (10 ml) is stirred at RT for 3 days. Water is added and the organic solvent is evaporated. The basic aqueous solution (pH 12) is washed with AcOEt. The aqueous phase is then treated with HCl 6N until pH 6 when a solid precipitated. The solid is recovered by filtration and the aqueous phase is extracted with AcOEt, washed with brine, dried over Na2SO4 and then evaporated. The two fractions of o... As a reaction SMILES: [NH2:1][C:2]1[C:7]([Cl:8])=[CH:6][C:5]([S:9]([NH:12][CH:13]([CH2:23][C:24]2[CH:29]=[CH:28][C:27]([NH2:30])=[C:26]([N+:31]([O-])=O)[CH:25]=2)[C:14]([N:16]2[CH2:21][CH2:20][S:19](=[O:22])[CH2:18][CH2:17]2)=[O:15])(=[O:11])=[O:10])=[CH:4][C:3]=1[Cl:34].[CH:35](O)=O>[Pd]>[NH2:1][C:2]1[C:7]([Cl:8])=[CH:6][C:5]([S:9]([NH:12][CH:13]([CH2:23][C:24]2[CH:29]=[CH:28][C:27]3[NH:30][CH:35]=[N:31][C:26]=3[CH:25]=2)[C:14]([N:16]2[CH2:21][CH2:20][S:19](=[O:22])[CH2:18][CH2:17]2)=[O:15])(=[O:11])=[O:10])=[CH:4][C:3]=1[Cl:34]. Yields the product NC1=C(C=C(C=C1Cl)S(=O)(=O)NC(C(=O)N1CCS(CC1)=O)CC1=CC2=C(NC=N2)C=C1)Cl (4-Amino-N-[1-(1H-benzimidazol-5-yl-methyl)-2-(1-oxidothiomorpholin-4-yl)-2-oxo-ethyl]-3,5-dichlorobenzenesulphonamide). Reagents/catalysts: [Pd] (palladium/charcoal). Procedure: Prepared from 4-amino-N-[1-((4-amino-3-nitro-phenyl)methyl)-2-(1-oxido-thiomorpholin-4-yl)-2-oxo-ethyl]-3,5-dichloro-benzenesulphonamide and cyclising with formic acid in the presence of palladium/charcoal analogously to Example 1. The reactants are NC1=C(C=C(C=C1Cl)S(=O)(=O)NC(C(=O)N1CCS(CC1)=O)CC1=CC(=C(C=C1)N)[N+](=O)[O-])Cl (4-amino-N-[1-((4-amino-3-nitro-phenyl)methyl)-2-(1-oxido-thiomorpholin-4-yl)-2-oxo-ethyl]-3,5-dichloro-benzenesulphonamide), C(=O)O (formic acid). The reactants are CCO, [Cl-], O=[N+]([O-])c1ccc(-c2ccco2)cc1, O, O, O. Product: Nc1ccc(-c2ccco2)cc1. RXN SMILES: [CH3:19][CH2:20][OH:21].[Cl-:17].[N+:1]([O-:2])(=[O:3])[c:4]1[cH:5][cH:6][c:7](-[c:10]2[o:11][cH:12][cH:13][cH:14]2)[cH:8][cH:9]1.[OH2:15].[OH2:16].[OH2:18]>>[NH2:1][c:4]1[cH:5][cH:6][c:7](-[c:10]2[o:11][cH:12][cH:13][cH:14]2)[cH:8][cH:9]1.